This data is from the Open Reaction Database (ORD), a public repository of structured organic reaction records. The task is: describe an organic reaction: reactants, conditions, products, and yield Reactants: CC(C1=CC=CC=C1)ON1C(C(OCC1(C)C)=O)(C)CC (4-(α-methylbenzyloxy)-3-ethyl-3,5,5-trimethylmorpholin-2-one), 3,3-diethyl-5,5-dimethylmorpholin-2-on-4-oxyl, C(C)(C)(C)OOC(C)(C)C (t-butylperoxide). The solvent is C(C)C1=CC=CC=C1 (ethylbenzene). Product: CC(C1=CC=CC=C1)ON1C(C(OCC1(C)C)=O)(CC)CC (4-(α-methylbenzyloxy)-3,3-diethyl-5,5-dimethylmorpholin-2-one). Isolated yield 52.0%. As a reaction SMILES: [CH3:1][CH:2]([O:9][N:10]1[C:15]([CH3:17])([CH3:16])[CH2:14][O:13][C:12](=[O:18])[C:11]1([CH2:20][CH3:21])[CH3:19])[C:3]1[CH:8]=[CH:7][CH:6]=[CH:5][CH:4]=1.[C:22](OOC(C)(C)C)(C)(C)C>C(C1C=CC=CC=1)C>[CH3:1][CH:2]([O:9][N:10]1[C:15]([CH3:16])([CH3:17])[CH2:14][O:13][C:12](=[O:18])[C:11]1([CH2:19][CH3:22])[CH2:20][CH3:21])[C:3]1[CH:8]=[CH:7][CH:6]=[CH:5][CH:4]=1. Procedure: In analogy to Example B3, compound (206), 4.75 g (0.026 mol) of 3,3-diethyl-5,5-dimethylmorpholin-2-on-4-oxyl are reacted with t-butylperoxide and ethylbenzene as solvent, resulting in 4.1 g (52%) of compound (210) in the form of a colourless oil. Starting materials: ClC1=CC=NC2=CC(=C(C=C12)OC)OC (4-chloro-6,7-dimethoxyquinoline), FC=1C=C(C=CC1O)N1C(CC(C1)COC1=CC=CC=C1)=O (1-(3-fluoro-4-hydroxyphenyl)-4-(phenoxymethyl)pyrrolidin-2-one). The reagents and catalysts are CN(C)C=1C=CN=CC1 (DMAP). Solvent: C1(=CC=CC=C1)C (toluene), CCOC(=O)C (EtOAc). Reaction conditions: temperature 180 celsius. Yields the product COC=1C=C2C(=CC=NC2=CC1OC)OC1=C(C=C(C=C1)N1C(CC(C1)COC1=CC=CC=C1)=O)F (1-(4-(6,7-dimethoxyquinolin-4-yloxy)-3-fluorophenyl)-4-(phenoxymethyl)pyrrolidin-2-one). RXN SMILES: Cl[C:2]1[C:11]2[C:6](=[CH:7][C:8]([O:14][CH3:15])=[C:9]([O:12][CH3:13])[CH:10]=2)[N:5]=[CH:4][CH:3]=1.[F:16][C:17]1[CH:18]=[C:19]([N:24]2[CH2:28][CH:27]([CH2:29][O:30][C:31]3[CH:36]=[CH:35][CH:34]=[CH:33][CH:32]=3)[CH2:26][C:25]2=[O:37])[CH:20]=[CH:21][C:22]=1[OH:23]>CN(C1C=CN=CC=1)C.C1(C)C=CC=CC=1.CCOC(C)=O>[CH3:13][O:12][C:9]1[CH:10]=[C:11]2[C:6](=[CH:7][C:8]=1[O:14][CH3:15])[N:5]=[CH:4][CH:3]=[C:2]2[O:23][C:22]1[CH:21]=[CH:20][C:19]([N:24]2[CH2:28][CH:27]([CH2:29][O:30][C:31]3[CH:32]=[CH:33][CH:34]=[CH:35][CH:36]=3)[CH2:26][C:25]2=[O:37])=[CH:18][C:17]=1[F:16]. Procedure details: A mixture of 4-chloro-6,7-dimethoxyquinoline (0.185 g, 0.83 mmol), 1-(3-fluoro-4-hydroxyphenyl)-4-(phenoxymethyl)pyrrolidin-2-one (Step 4, 250 mg, 0.83 mmol) and DMAP (101 mg, 0.83 mmol) in 8 mL of toluene (in a microwave tube) was heated in a microwave (Personal Chemistry, Emrys Optimizer) at 180° C. for 1.5 h. The mixture was cooled to RT and diluted with 50 mL of EtOAc. The solution was washed with 20 mL of satd. NaHCO3 followed by 20 mL of brine, dried over Na2SO4 and concentrated in vacuo. ... Reactants: C1(=CC=CC=C1)C=C(C)C1=CC=CC=C1 (1,2-diphenyl-1-propene), BrN1C(CCC1=O)=O (N-bromosuccinimide). The reagents and catalysts are C(C1=CC=CC=C1)(=O)OOC(C1=CC=CC=C1)=O (dibenzoylperoxide). The solvent is ClC(Cl)(Cl)Cl (tetrachloromethane). The product is BrCC(=CC1=CC=CC=C1)C1=CC=CC=C1 (3-bromo-1,2-diphenyl-1-propene). Yield: 95.9%. Reaction SMILES: [C:1]1([CH:7]=[C:8]([C:10]2[CH:15]=[CH:14][CH:13]=[CH:12][CH:11]=2)[CH3:9])[CH:6]=[CH:5][CH:4]=[CH:3][CH:2]=1.[Br:16]N1C(=O)CCC1=O>C(OOC(=O)C1C=CC=CC=1)(=O)C1C=CC=CC=1.ClC(Cl)(Cl)Cl>[Br:16][CH2:9][C:8]([C:10]1[CH:11]=[CH:12][CH:13]=[CH:14][CH:15]=1)=[CH:7][C:1]1[CH:6]=[CH:5][CH:4]=[CH:3][CH:2]=1. Procedure details: A mixture of 1,2-diphenyl-1-propene (9.7 g, 50 mmol), N-bromosuccinimide (8.9 g, 50 mmol), dibenzoylperoxide (0.1 g) and tetrachloromethane (50 ml) was heated at reflux for 21 h. The mixture was filtered cold and the solvent evaporated from the filtrate in vacuo to give 13.1 g of 3-bromo-1,2-diphenyl-1-propene as an E/Z isomeric mixture. Starting materials: N1CCC(CC1)C=1C=C2C=NNC2=CC1 (5-(piperidin-4-yl)-1H-indazole), N1CCC(CC1)C=1C=C2C=NNC2=CC1 (5-(piperidin-4-yl)-1H-indazole), CN(C=O)C (N,N-dimethylformamide), C1(CCC1)C1=CC(=C(C(=O)O)C=C1C(NC)=O)C (4-cyclobutyl-2-methyl-5-(methylcarbamoyl)benzoic acid), C1(CCC1)C1=CC(=C(C(=O)O)C=C1C(NC)=O)C (4-cyclobutyl-2-methyl-5-(methylcarbamoyl)benzoic acid). Reagents/catalysts: CN(C1=CC=NC=C1)C (4-dimethylaminopyridine). The solvent is O (water). Conditions: time 4 hour. The product is N1N=CC2=CC(=CC=C12)C1CCN(CC1)C(=O)C=1C(=CC(=C(C(=O)NC)C1)C1CCC1)C (5-(4-(1H-Indazol-5-yl)piperidine-1-carbonyl)-2-cyclobutyl-N,4-dimethylbenzamide). The yield is 33.7%. Reaction SMILES: [NH:1]1[CH2:6][CH2:5][CH:4]([C:7]2[CH:8]=[C:9]3[C:13](=[CH:14][CH:15]=2)[NH:12][N:11]=[CH:10]3)[CH2:3][CH2:2]1.CN(C)C=O.[CH:21]1([C:25]2[C:33]([C:34](=[O:37])[NH:35][CH3:36])=[CH:32][C:28]([C:29](O)=[O:30])=[C:27]([CH3:38])[CH:26]=2)[CH2:24][CH2:23][CH2:22]1>CN(C)C1C=CN=CC=1.O>[NH:12]1[C:13]2[C:9](=[CH:8][C:7]([CH:4]3[CH2:3][CH2:2][N:1]([C:29]([C:28]4[C:27]([CH3:38])=[CH:26][C:25]([CH:21]5[CH2:24][CH2:23][CH2:22]5)=[C:33]([CH:32]=4)[C:34]([NH:35][CH3:36])=[O:37])=[O:30])[CH2:6][CH2:5]3)=[CH:15][CH:14]=2)[CH:10]=[N:11]1. Procedure details: Into a 50-mL round-bottom flask, was placed a solution of 5-(piperidin-4-yl)-1H-indazole (compound 62.5, 100 mg, 0.50 mmol) in N,N-dimethylformamide (3 mL) EDC.HCl (192 mg, 1.00 mmol), 4-dimethylaminopyridine (122 mg, 1.00 mmol) and 4-cyclobutyl-2-methyl-5-(methylcarbamoyl)benzoic acid (compound 62.3, 122 mg, 0.49 mmol) were added and the resulting solution was stirred for 4 h at room temperature. The reaction was diluted with water (20 mL) and extracted with of ethyl acetate (2×25 mL). The comb... Starting materials: BrCC1CCOCC1, COC(=O)C=Cc1ccc(C2CCCN2CCc2c(C)n[nH]c2C)cc1, CS(C)=O, [KH], C1CCOC1. Yields the product COC(=O)C=Cc1ccc(C2CCCN2CCc2c(C)nn(CC3CCOCC3)c2C)cc1. RXN SMILES: [Br:28][CH2:29][CH:30]1[CH2:31][CH2:32][O:33][CH2:34][CH2:35]1.[CH3:1][O:2][C:3]([CH:4]=[CH:5][c:6]1[cH:7][cH:8][c:9]([CH:12]2[N:13]([CH2:17][CH2:18][c:19]3[c:20]([CH3:25])[n:21][nH:22][c:23]3[CH3:24])[CH2:14][CH2:15][CH2:16]2)[cH:10][cH:11]1)=[O:26].[CH3:36][S:37]([CH3:38])=[O:39].[KH:27].[O:40]1[CH2:41][CH2:42][CH2:43][CH2:44]1>>[CH3:1][O:2][C:3]([CH:4]=[CH:5][c:6]1[cH:7][cH:8][c:9]([CH:12]2[N:13]([CH2:17][CH2:18][c:19]3[c:20]([CH3:25])[n:21][n:22]([CH2:29][CH:30]4[CH2:31][CH2:32][O:33][CH2:34][CH2:35]4)[c:23]3[CH3:24])[CH2:14][CH2:15][CH2:16]2)[cH:10][cH:11]1)=[O:26].